describe an organic reaction: reactants, conditions, products, and yield From a dataset of the Open Reaction Database (ORD), a public repository of structured organic reaction records. Starting materials: O=C(Cl)c1c(Br)c(Br)c([N+](=O)[O-])c2c1OCCO2, CN1CCNCC1, CCC(C)C(C)=O. Product: CN1CCN(C(=O)c2c(Br)c(Br)c([N+](=O)[O-])c3c2OCCO3)CC1. As a reaction SMILES: [Br:8][c:9]1[c:10]([C:23](=[O:24])[Cl:25])[c:11]2[c:12]([c:17]([N+:20](=[O:21])[O-:22])[c:18]1[Br:19])[O:13][CH2:14][CH2:15][O:16]2.[CH3:1][N:2]1[CH2:3][CH2:4][NH:5][CH2:6][CH2:7]1.[CH3:26][CH:27]([CH2:28][CH3:29])[C:30](=[O:31])[CH3:32]>>[CH3:1][N:2]1[CH2:3][CH2:4][N:5]([C:23]([c:10]2[c:9]([Br:8])[c:18]([Br:19])[c:17]([N+:20](=[O:21])[O-:22])[c:12]3[c:11]2[O:16][CH2:15][CH2:14][O:13]3)=[O:24])[CH2:6][CH2:7]1. Starting materials: CC(C)(C)P(C(C)(C)C)C(C)(C)C, Cc1ccccc1, O=C1c2ccccc2C(=O)c2cc(Cl)ccc21, [F-], [K+], C1COCCO1, OB(O)c1ccccc1. The product is O=C1c2ccccc2C(=O)c2cc(-c3ccccc3)ccc21. RXN SMILES: [C:29]([P:30]([C:31]([CH3:32])([CH3:33])[CH3:34])[C:35]([CH3:36])([CH3:37])[CH3:38])([CH3:39])([CH3:40])[CH3:41].[CH3:48][c:49]1[cH:50][cH:51][cH:52][cH:53][cH:54]1.[Cl:1][c:2]1[cH:3][c:4]2[c:13]([cH:14][cH:15]1)[C:12](=[O:16])[c:11]1[c:6]([cH:7][cH:8][cH:9][cH:10]1)[C:5]2=[O:17].[F-:27].[K+:28].[O:42]1[CH2:43][CH2:44][O:45][CH2:46][CH2:47]1.[OH:18][B:19]([OH:20])[c:21]1[cH:22][cH:23][cH:24][cH:25][cH:26]1>>[c:2]1(-[c:21]2[cH:22][cH:23][cH:24][cH:25][cH:26]2)[cH:3][c:4]2[c:13]([cH:14][cH:15]1)[C:12](=[O:16])[c:11]1[c:6]([cH:7][cH:8][cH:9][cH:10]1)[C:5]2=[O:17].